From a dataset of the Open Reaction Database (ORD), a public repository of structured organic reaction records. describe an organic reaction: reactants, conditions, products, and yield The reactants are CN(C)C=O, ClC(Cl)Cl, O=c1ncc(-c2cccc(C(F)(F)F)c2)n[nH]1, O=P(Cl)(Cl)Cl. The product is FC(F)(F)c1cccc(-c2cnc(Cl)nn2)c1. RXN SMILES: [CH3:27][N:28]([CH3:29])[CH:30]=[O:31].[CH:18]([Cl:19])([Cl:20])[Cl:21].[F:1][C:2]([c:3]1[cH:4][c:5](-[c:9]2[cH:10][n:11][c:12](=[O:15])[nH:13][n:14]2)[cH:6][cH:7][cH:8]1)([F:16])[F:17].[P:22]([Cl:23])([Cl:24])([Cl:25])=[O:26]>>[F:1][C:2]([c:3]1[cH:4][c:5](-[c:9]2[cH:10][n:11][c:12]([Cl:19])[n:13][n:14]2)[cH:6][cH:7][cH:8]1)([F:16])[F:17].